Dataset: the Open Reaction Database (ORD), a public repository of structured organic reaction records. Task: describe an organic reaction: reactants, conditions, products, and yield Starting materials: O=Cc1ccc(Br)cc1, Cc1ccccc1Oc1ccc(CO)cc1, Cc1ccccc1O, COC(=O)CCc1ccc(O)cc1. Product: COC(=O)CCc1ccc(OCc2ccc(Oc3ccccc3C)cc2)cc1. RXN SMILES: [Br:38][c:39]1[cH:40][cH:41][c:42]([CH:43]=[O:44])[cH:45][cH:46]1.[CH3:14][c:15]1[c:16]([O:17][c:18]2[cH:19][cH:20][c:21]([CH2:24][OH:25])[cH:22][cH:23]2)[cH:26][cH:27][cH:28][cH:29]1.[CH3:30][c:31]1[c:32]([OH:33])[cH:34][cH:35][cH:36][cH:37]1.[OH:1][c:2]1[cH:3][cH:4][c:5]([CH2:8][CH2:9][C:10](=[O:11])[O:12][CH3:13])[cH:6][cH:7]1>>[O:1]([c:2]1[cH:3][cH:4][c:5]([CH2:8][CH2:9][C:10](=[O:11])[O:12][CH3:13])[cH:6][cH:7]1)[CH2:24][c:21]1[cH:20][cH:19][c:18]([O:17][c:16]2[c:15]([CH3:14])[cH:29][cH:28][cH:27][cH:26]2)[cH:23][cH:22]1. Reactants: CC(=O)O[BH-](OC(C)=O)OC(C)=O, CCC(CC)NC(=O)C1=CC2(CCNCC2)c2ccccc21, CC(C)[O-], CC(C)[O-], CC(C)[O-], CC(C)[O-], O=C1CC2CCC1C2, CC(Cl)Cl, [Na+], [Ti+4]. Yields the product CCC(CC)NC(=O)C1=CC2(CCN(C3CC4CCC3C4)CC2)c2ccccc21. RXN SMILES: [C:31]([O:32][BH-:33]([O:34][C:35](=[O:36])[CH3:37])[O:38][C:39](=[O:40])[CH3:41])(=[O:42])[CH3:43].[CH3:1][CH2:2][CH:3]([CH2:4][CH3:5])[NH:6][C:7](=[O:8])[C:9]1=[CH:10][C:11]2([c:12]3[cH:13][cH:14][cH:15][cH:16][c:17]31)[CH2:18][CH2:19][NH:20][CH2:21][CH2:22]2.[CH3:49][CH:50]([CH3:51])[O-:52].[CH3:54][CH:55]([CH3:56])[O-:57].[CH3:58][CH:59]([CH3:60])[O-:61].[CH3:62][CH:63]([CH3:64])[O-:65].[CH:23]12[C:24](=[O:30])[CH2:25][CH:26]([CH2:27][CH2:28]1)[CH2:29]2.[Cl:45][CH:46]([Cl:47])[CH3:48].[Na+:44].[Ti+4:53]>>[CH3:1][CH2:2][CH:3]([CH2:4][CH3:5])[NH:6][C:7](=[O:8])[C:9]1=[CH:10][C:11]2([c:12]3[cH:13][cH:14][cH:15][cH:16][c:17]31)[CH2:18][CH2:19][N:20]([CH:24]1[CH:23]3[CH2:28][CH2:27][CH:26]([CH2:25]1)[CH2:29]3)[CH2:21][CH2:22]2. The product is C(C)OC(=O)C=1C(=C2C(=CN1)N(C(=C2Br)Br)C)OC(C(C)(C)C)=O (2,3-Dibromo-4-(2,2-dimethyl-propionyloxy)-1-methyl-1H-pyrrolo[2,3-c]pyridine-5-carboxylic acid ethyl ester). Procedure: Prepared in analogy to that of 1-benzyl-4-(2,2-dimethyl-propionyloxy)-2,3-dimethyl-1H-pyrrolo[2,3-c]pyridine-5-carboxylic acid ethyl ester from 2,3-Dibromo-4-hydroxy-1-methyl-1H-pyrrolo[2,3-c]pyridine-5-carboxylic acid ethyl ester. The title product, 1H NMR (200 MHz, CDCl3): δ (ppm)=8.62 (s, 1H), 4.42 (q, 2H, J=7.0 Hz), 3.94 (s, 3H), 1.49 (s, 9H), 1.42 (t, 3H, J=7.0 Hz). Starting materials: C(C)OC(=O)C=1C(=C2C(=CN1)N(C(=C2C)C)CC2=CC=CC=C2)OC(C(C)(C)C)=O (1-benzyl-4-(2,2-dimethyl-propionyloxy)-2,3-dimethyl-1H-pyrrolo[2,3-c]pyridine-5-carboxylic acid ethyl ester), C(C)OC(=O)C=1C(=C2C(=CN1)N(C(=C2Br)Br)C)O (2,3-Dibromo-4-hydroxy-1-methyl-1H-pyrrolo[2,3-c]pyridine-5-carboxylic acid ethyl ester). As a reaction SMILES: C(OC(C1C([O:24][C:25](=O)[C:26]([CH3:29])([CH3:28])[CH3:27])=C2C(C)=C(C)N(CC3C=CC=CC=3)C2=CN=1)=O)C.[CH2:31]([O:33][C:34]([C:36]1[C:37]([OH:48])=[C:38]2[C:44]([Br:45])=[C:43]([Br:46])[N:42]([CH3:47])[C:39]2=[CH:40][N:41]=1)=[O:35])[CH3:32]>>[CH2:31]([O:33][C:34]([C:36]1[C:37]([O:48][C:25](=[O:24])[C:26]([CH3:29])([CH3:28])[CH3:27])=[C:38]2[C:44]([Br:45])=[C:43]([Br:46])[N:42]([CH3:47])[C:39]2=[CH:40][N:41]=1)=[O:35])[CH3:32]. Run at time 1 hour. The reactants are C(=S)(N1C=NC=C1)N1C=NC=C1 (thiocarbonyldiimidazole), O=S1(N=C2N(C3=C1C=C(C=C3)OC=3C=C(C=CC3)C(N)=NO)CCC2)=O (3-[(5,5-Dioxido-2,3-dihydro-1H-pyrrolo[2,1-c][1,2,4]benzothiadiazin-7-yl)oxy]-N′-hydroxybenzenecarboximidamide), C1CCC2=NCCCN2CC1 (DBU). The product is O=S1(N=C2N(C3=C1C=C(C=C3)OC=3C=C(C=CC3)C3=NOC(N3)=S)CCC2)=O (3-{3-[(5,5-Dioxido-2,3-dihydro-1H-pyrrolo[2,1-c][1,2,4]benzothiadiazin-7-yl)oxy]phenyl}-1,2,4-oxadiazole-5(4H)-thione). The solvent is CC#N (CH3CN). Procedure details: To a suspension of the product obtained in Step A of Example 13 (300 mg, 0.81 mmol) in 6 ml of CH3CN there are added 239 mg (1.21 mmol) of thiocarbonyldiimidazole and then 481 μl (3.22 mmol) of DBU. The reaction solution is stirred at ambient temperature for 1 hour. Evaporation to dryness and chromatography on silica (CH2Cl2/MeOH 95/5) are carried out. After evaporating the fractions containing the product formed, the residue is triturated in MeOH and the title product is recovered by filtration... Reaction SMILES: [O:1]=[S:2]1(=[O:26])[C:7]2[CH:8]=[C:9]([O:12][C:13]3[CH:14]=[C:15]([C:19](=[N:21][OH:22])[NH2:20])[CH:16]=[CH:17][CH:18]=3)[CH:10]=[CH:11][C:6]=2[N:5]2[CH2:23][CH2:24][CH2:25][C:4]2=[N:3]1.[C:27](N1C=CN=C1)(N1C=CN=C1)=[S:28].C1CCN2C(=NCCC2)CC1>CC#N>[O:26]=[S:2]1(=[O:1])[C:7]2[CH:8]=[C:9]([O:12][C:13]3[CH:14]=[C:15]([C:19]4[NH:20][C:27](=[S:28])[O:22][N:21]=4)[CH:16]=[CH:17][CH:18]=3)[CH:10]=[CH:11][C:6]=2[N:5]2[CH2:23][CH2:24][CH2:25][C:4]2=[N:3]1. Reactants: ClCCl, COC(=O)CC(O)CC(O)C=Cc1c(-c2ccc(F)cc2)c2ccccc2c(=O)n1C(C)C. Yields the product COC(=O)CC(O)CC(=O)C=Cc1c(-c2ccc(F)cc2)c2ccccc2c(=O)n1C(C)C. RXN SMILES: [Cl:34][CH2:35][Cl:36].[OH:1][CH:2]([CH2:3][C:4](=[O:5])[O:6][CH3:7])[CH2:8][CH:9]([CH:10]=[CH:11][c:12]1[n:13]([CH:30]([CH3:31])[CH3:32])[c:14](=[O:29])[c:15]2[cH:16][cH:17][cH:18][cH:19][c:20]2[c:21]1-[c:22]1[cH:23][cH:24][c:25]([F:28])[cH:26][cH:27]1)[OH:33]>>[OH:1][CH:2]([CH2:3][C:4](=[O:5])[O:6][CH3:7])[CH2:8][C:9]([CH:10]=[CH:11][c:12]1[n:13]([CH:30]([CH3:31])[CH3:32])[c:14](=[O:29])[c:15]2[cH:16][cH:17][cH:18][cH:19][c:20]2[c:21]1-[c:22]1[cH:23][cH:24][c:25]([F:28])[cH:26][cH:27]1)=[O:33]. The reactants are O=C(N=C=S)c1ccccc1, C1COCCO1, CC1CC(=O)NN=C1c1ccc(N2CCNCC2)c([N+](=O)[O-])c1. Yields the product CC1CC(=O)NN=C1c1ccc(N2CCN(C(=S)NC(=O)c3ccccc3)CC2)c([N+](=O)[O-])c1. As a reaction SMILES: [C:1]([c:2]1[cH:3][cH:4][cH:5][cH:6][cH:7]1)(=[O:8])[N:9]=[C:10]=[S:11].[CH2:35]1[O:36][CH2:37][CH2:38][O:39][CH2:40]1.[N:12]1([c:18]2[c:19]([N+:32](=[O:33])[O-:34])[cH:20][c:21]([C:24]3=[N:29][NH:28][C:27](=[O:30])[CH2:26][CH:25]3[CH3:31])[cH:22][cH:23]2)[CH2:13][CH2:14][NH:15][CH2:16][CH2:17]1>>[C:1]([c:2]1[cH:3][cH:4][cH:5][cH:6][cH:7]1)(=[O:8])[NH:9][C:10](=[S:11])[N:15]1[CH2:14][CH2:13][N:12]([c:18]2[c:19]([N+:32](=[O:33])[O-:34])[cH:20][c:21]([C:24]3=[N:29][NH:28][C:27](=[O:30])[CH2:26][CH:25]3[CH3:31])[cH:22][cH:23]2)[CH2:17][CH2:16]1. The reactants are BrC=1C=CC=C2C(=C(NC12)C(=O)OCC)CCCOC1=CC=CC2=CC=CC=C12 (ethyl 7-bromo-3-(3-(naphthalen-1-yloxy)propyl)-1H-indole-2-carboxylate), CC=1C=C(C=C(C1)O)O (5-methylbenzene-1,3-diol), C1(=CC=CC=C1)P(C1=CC=CC=C1)C1=CC=CC=C1 (triphenylphosphine), C1=CC=C(C=C1)COC(=O)/N=N/C(=O)OCC2=CC=CC=C2 (dibenzylazodicarboxylate). Run in O1CCCC1 (tetrahydrofuran). Reaction conditions: time 19 hour. Yields the product BrC=1C=CC=C2C(=C(NC12)C(=O)OCC)CCCOC1=CC(=CC(=C1)C)O (ethyl 7-bromo-3-(3-(3-hydroxy-5-methylphenoxy)propyl)-1H-indole-2-carboxylate). As a reaction SMILES: [Br:1][C:2]1[CH:3]=[CH:4][CH:5]=[C:6]2[C:10]=1[NH:9][C:8]([C:11]([O:13][CH2:14][CH3:15])=[O:12])=[C:7]2[CH2:16][CH2:17][CH2:18][O:19][C:20]1[C:29]2[C:24](=[CH:25]C=CC=2)[CH:23]=[CH:22][CH:21]=1.CC1C=C(O)C=C([OH:37])C=1.C1(P(C2C=CC=CC=2)C2C=CC=CC=2)C=CC=CC=1.C1C=CC(COC(/N=N/C(OCC2C=CC=CC=2)=O)=O)=CC=1>O1CCCC1>[Br:1][C:2]1[CH:3]=[CH:4][CH:5]=[C:6]2[C:10]=1[NH:9][C:8]([C:11]([O:13][CH2:14][CH3:15])=[O:12])=[C:7]2[CH2:16][CH2:17][CH2:18][O:19][C:20]1[CH:29]=[C:24]([CH3:25])[CH:23]=[C:22]([OH:37])[CH:21]=1. Procedure: A suspension of ethyl 7-bromo-3-(3-hydroxypropyl)-1H-indole-2-carboxylate (EXAMPLE 1C) (0.9 g), 5-methylbenzene-1,3-diol (1.028 g), triphenylphosphine (0.868 g), dibenzylazodicarboxylate (0.762 g) and tetrahydrofuran (40 ml) was stirred at room temperature for 19 hours. After removal of the solvent, the crude product was purified by flash chromatography silica gel, (Analogix, SF65-200 g) eluting with 0-10% ethyl acetate in hexane. Reactants: O.[OH-].[Li+] (lithium hydroxide monohydrate), COC(=O)C1=CN(C2=CC=CC=C12)C=1C=C2C=CC=NC2=CC1 (3-methoxycarbonyl-1-(quinol-6-yl)-1H-indole). Run in O (water), O (water), O1CCCC1 (tetrahydrofuran). Run at time 31.5 hour. The product is C(=O)(O)C1=CN(C2=CC=CC=C12)C=1C=C2C=CC=NC2=CC1 (3-carboxy-1-(quinol-6-yl)-1H-indole). Yield: 106.4%. Reaction SMILES: O.[OH-].[Li+].C[O:5][C:6]([C:8]1[C:16]2[C:11](=[CH:12][CH:13]=[CH:14][CH:15]=2)[N:10]([C:17]2[CH:18]=[C:19]3[C:24](=[CH:25][CH:26]=2)[N:23]=[CH:22][CH:21]=[CH:20]3)[CH:9]=1)=[O:7]>O1CCCC1.O>[C:6]([C:8]1[C:16]2[C:11](=[CH:12][CH:13]=[CH:14][CH:15]=2)[N:10]([C:17]2[CH:18]=[C:19]3[C:24](=[CH:25][CH:26]=2)[N:23]=[CH:22][CH:21]=[CH:20]3)[CH:9]=1)([OH:7])=[O:5] |f:0.1.2|. Procedure: 0.283 g (6.75 mmol) of lithium hydroxide monohydrate and 30 cm3 of water are added at 22° C. to 0.68 g (2.25 mmol) of 3-methoxycarbonyl-1-(quinol-6-yl)-1H-indole dissolved in 30 cm3 of tetrahydrofuran. After stirring at the reflux point of the solvent for 31.5 hours, the reaction mixture is concentrated to dryness under reduced pressure (2.7 kPa) to give a residue which is taken up in 15 cm3 of water and then triturated with 6 cm3 of N hydrochloric acid. After filtering off and drying the solid ... The reactants are Cc1ccccc1, Cc1nc(C)c(I)c(O)n1, O=P(Cl)(Cl)Cl. The product is Cc1nc(C)c(I)c(Cl)n1. RXN SMILES: [CH3:16][c:17]1[cH:18][cH:19][cH:20][cH:21][cH:22]1.[CH3:1][c:2]1[n:3][c:4]([CH3:10])[c:5]([I:9])[c:6]([OH:8])[n:7]1.[P:11]([Cl:12])([Cl:13])([Cl:14])=[O:15]>>[CH3:1][c:2]1[n:3][c:4]([CH3:10])[c:5]([I:9])[c:6]([Cl:13])[n:7]1.